This data is from the Open Reaction Database (ORD), a public repository of structured organic reaction records. The task is: describe an organic reaction: reactants, conditions, products, and yield Starting materials: Sodium dihydro bis (2-methoxyethoxy) aluminate, C(C)OC(=O)C1=CC=C(C=CC2=NC=CC=C2)C=C1 (2-(4-ethoxycarbonylstyryl) pyridine), [OH-].[Na+] (sodium hydroxide). The solvent is CCOCC (ether). Reaction conditions: time 3 hour. Product: OCC1=CC=C(C=CC2=NC=CC=C2)C=C1 (2(4-HYDROXYMETHYLSTYRYL) PYRIDINE). Reaction SMILES: C([O:3][C:4]([C:6]1[CH:19]=[CH:18][C:9]([CH:10]=[CH:11][C:12]2[CH:17]=[CH:16][CH:15]=[CH:14][N:13]=2)=[CH:8][CH:7]=1)=O)C.[OH-].[Na+]>CCOCC>[OH:3][CH2:4][C:6]1[CH:7]=[CH:8][C:9]([CH:10]=[CH:11][C:12]2[CH:17]=[CH:16][CH:15]=[CH:14][N:13]=2)=[CH:18][CH:19]=1 |f:1.2|. Procedure: Sodium dihydro bis (2-methoxyethoxy) aluminate (7.25 g. 0.025 m) was added dropwise to a solution of 2-(4-ethoxycarbonylstyryl) pyridine (6.35 g 0.25 m) in 100 ml dry ether. The mixture was stirred for 3 hours at room temperature followed by gently refluxing for a further 3 hours. On cooling, 20% sodium hydroxide solution was added to the reaction mixture. The ether layer was separated and dried over anhydrous magnesium sulphate. The solvent was removed by rotary evaporation and the solid which ... Reaction conditions: time 2 hour. Procedure details: In tetrahydrofuran were dissolved and suspended 66.5 g of 2',4',6'-trihydroxyacetophenone and 173.0 g of potassium carbonate, and 56.0 ml of 1-chloro-3-methyl-2-butene was dropped into the solution. The mixture was stirred at room temperature for 2 hours and extracted with dimethyl ether, and the organic layer was washed with a 5% solution of potassium carbonate and then with water. The organic layer was shaken with a saturated solution of sodium chloride, dried with anhydrous sodium sulfate and... Isolated yield 34.0%. Product: OC1=C(C(=CC(=C1CC=C(C)C)O)O)C(C)=O (2',4',6'-trihydroxy-3'-(3-methyl-2-butenyl)acetophenone). Run in O1CCCC1 (tetrahydrofuran). Starting materials: OC1=C(C(=CC(=C1)O)O)C(C)=O (2',4',6'-trihydroxyacetophenone), C([O-])([O-])=O.[K+].[K+] (potassium carbonate), ClCC=C(C)C (1-chloro-3-methyl-2-butene). Reaction SMILES: [OH:1][C:2]1[CH:7]=[C:6]([OH:8])[CH:5]=[C:4]([OH:9])[C:3]=1[C:10](=[O:12])[CH3:11].C(=O)([O-])[O-].[K+].[K+].Cl[CH2:20][CH:21]=[C:22]([CH3:24])[CH3:23]>O1CCCC1>[OH:1][C:2]1[C:7]([CH2:20][CH:21]=[C:22]([CH3:24])[CH3:23])=[C:6]([OH:8])[CH:5]=[C:4]([OH:9])[C:3]=1[C:10](=[O:12])[CH3:11] |f:1.2.3|. Starting materials: C(C1=CC=CC=C1)(=O)N1C(N(C=C(C1=O)C=1C(=NC=CC1)F)CCCCCl)=O (3-Benzoyl-1-(4-chloro-butyl)-5-(2-fluoro-pyridin-3-yl)-1H-pyrimidine-2,4-dione). Run in N (NH3), CO (MeOH). Conditions: time 3 hour. Product: ClCCCCN1C(NC(C(=C1)C=1C(=NC=CC1)F)=O)=O (1-(4-Chloro-butyl)-5-(2-fluoro-pyridin-3-yl)-1H-pyrimidine-2,4-dione). RXN SMILES: C([N:9]1[C:14](=[O:15])[C:13]([C:16]2[C:17]([F:22])=[N:18][CH:19]=[CH:20][CH:21]=2)=[CH:12][N:11]([CH2:23][CH2:24][CH2:25][CH2:26][Cl:27])[C:10]1=[O:28])(=O)C1C=CC=CC=1>N.CO>[Cl:27][CH2:26][CH2:25][CH2:24][CH2:23][N:11]1[CH:12]=[C:13]([C:16]2[C:17]([F:22])=[N:18][CH:19]=[CH:20][CH:21]=2)[C:14](=[O:15])[NH:9][C:10]1=[O:28]. Reported procedure: 3-Benzoyl-1-(4-chloro-butyl)-5-(2-fluoro-pyridin-3-yl)-1H-pyrimidine-2,4-dione (310 mg, 0.77 mmol) was dissolved in a solution of 3% NH3 in MeOH (10 ml). The mixture was stirred at room temperature for 3 hours, the solvent was then evaporated under vacuum to give 260 mg of a crude that was used without further purification in the next step. The reactants are c1ccc(Cc2ccc3[nH]ccc3c2)cc1, [Na+], CN(C)C=O, [OH-], O, O=P(Cl)(Cl)Cl. The product is O=Cc1c[nH]c2ccc(Cc3ccccc3)cc12. Reaction SMILES: [CH2:6]([c:7]1[cH:8][cH:9][cH:10][cH:11][cH:12]1)[c:13]1[cH:14][c:15]2[cH:16][cH:17][nH:18][c:19]2[cH:20][cH:21]1.[Na+:23].[O:24]=[CH:25][N:26]([CH3:27])[CH3:28].[OH-:22].[OH2:29].[P:1]([Cl:2])([Cl:3])([Cl:4])=[O:5]>>[CH2:6]([c:7]1[cH:8][cH:9][cH:10][cH:11][cH:12]1)[c:13]1[cH:14][c:15]2[c:16]([CH:25]=[O:24])[cH:17][nH:18][c:19]2[cH:20][cH:21]1. The reactants are CC(C)Br, Oc1ccc(Br)c2ccccc12, O=C([O-])[O-], [K+], [K+], CN(C)C=O. The product is CC(C)Oc1ccc(Br)c2ccccc12. Reaction SMILES: [Br:19][CH:20]([CH3:21])[CH3:22].[Br:1][c:2]1[cH:3][cH:4][c:5]([OH:12])[c:6]2[cH:7][cH:8][cH:9][cH:10][c:11]12.[C:13](=[O:14])([O-:15])[O-:16].[K+:17].[K+:18].[O:23]=[CH:24][N:25]([CH3:26])[CH3:27]>>[Br:1][c:2]1[cH:3][cH:4][c:5]([O:12][CH:20]([CH3:21])[CH3:22])[c:6]2[cH:7][cH:8][cH:9][cH:10][c:11]12. Starting materials: O=C(c1ccccc1)N1CCc2nnc(S)cc2C1, CNN. Yields the product CN(N)c1cc2c(nn1)CCN(C(=O)c1ccccc1)C2. As a reaction SMILES: [C:1]([c:2]1[cH:3][cH:4][cH:5][cH:6][cH:7]1)(=[O:8])[N:9]1[CH2:10][c:11]2[c:12]([n:13][n:14][c:15]([SH:17])[cH:16]2)[CH2:18][CH2:19]1.[CH3:20][NH:21][NH2:22]>>[C:1]([c:2]1[cH:3][cH:4][cH:5][cH:6][cH:7]1)(=[O:8])[N:9]1[CH2:10][c:11]2[c:12]([n:13][n:14][c:15]([N:21]([CH3:20])[NH2:22])[cH:16]2)[CH2:18][CH2:19]1.